From a dataset of the Open Reaction Database (ORD), a public repository of structured organic reaction records. describe an organic reaction: reactants, conditions, products, and yield Reactants: CC(=CCC#CCO)CCCCC (6-methylundec-2-yn-5-en-1-ol), CCOCC (ether), P(Br)(Br)Br (phosphorus tribromide). The solvent is N1=CC=CC=C1 (pyridine). The product is BrCC#CCC=C(CCCCC)C (1-Bromo-6-methylundec-2-yn-5-ene). RXN SMILES: [CH3:1][C:2]([CH2:9][CH2:10][CH2:11][CH2:12][CH3:13])=[CH:3][CH2:4][C:5]#[C:6][CH2:7]O.CCOCC.P(Br)(Br)[Br:20]>N1C=CC=CC=1>[Br:20][CH2:7][C:6]#[C:5][CH2:4][CH:3]=[C:2]([CH3:1])[CH2:9][CH2:10][CH2:11][CH2:12][CH3:13]. Procedure details: A mixture of 17 g. of 6-methylundec-2-yn-5-en-1-ol, 32.4 ml. of ether, and 2.07 ml. of pyridine was stirred under nitrogen in an ice-salt bath and 4.5 ml. of phosphorus tribromide was added. The ice-salt bath was then removed and the mixture was first allowed to warm to room temperature, then was heated under reflux for 2.5 hrs. The mixture was again cooled in an ice bath, and 15 ml. each of ether and water were added. The ether layer was separated, washed with aqueous sodium bicarbonate, satura... Starting materials: C(C1=CC=CC=C1)(C1=CC=CC=C1)=NN (Benzophenone hydrazone), BrC1=CC=CC2=CC=CC=C12 (1-bromonaphthalene), CC(C)(C)[O-].[Na+] (NaOtBu). The reagents and catalysts are CC(=O)[O-].CC(=O)[O-].[Pd+2] (Pd(OAc)2), C=1C=CC(=CC1)P(C=2C=CC=CC2)C3=CC=C4C=CC=CC4=C3C5=C6C=CC=CC6=CC=C5P(C=7C=CC=CC7)C=8C=CC=CC8 (BINAP). Run in C1(=CC=CC=C1)C (toluene), C1(=CC=CC=C1)C (toluene). Reaction conditions: time 2 minute. Yields the product C1(=CC=CC2=CC=CC=C12)NN=C(C1=CC=CC=C1)C1=CC=CC=C1 (N-(1-Naphthyl)benzophenone hydrazone). Isolated yield 52.6%. Reaction SMILES: [C:1](=[N:14][NH2:15])([C:8]1[CH:13]=[CH:12][CH:11]=[CH:10][CH:9]=1)[C:2]1[CH:7]=[CH:6][CH:5]=[CH:4][CH:3]=1.Br[C:17]1[C:26]2[C:21](=[CH:22][CH:23]=[CH:24][CH:25]=2)[CH:20]=[CH:19][CH:18]=1.CC([O-])(C)C.[Na+]>CC([O-])=O.CC([O-])=O.[Pd+2].C1C=CC(P(C2C(C3C(P(C4C=CC=CC=4)C4C=CC=CC=4)=CC=C4C=3C=CC=C4)=C3C(C=CC=C3)=CC=2)C2C=CC=CC=2)=CC=1.C1(C)C=CC=CC=1>[C:25]1([NH:15][N:14]=[C:1]([C:8]2[CH:9]=[CH:10][CH:11]=[CH:12][CH:13]=2)[C:2]2[CH:7]=[CH:6][CH:5]=[CH:4][CH:3]=2)[C:26]2[C:21](=[CH:20][CH:19]=[CH:18][CH:17]=2)[CH:22]=[CH:23][CH:24]=1 |f:2.3,4.5.6|. Procedure: Benzophenone hydrazone (1 equiv., 10 mmol, 2.04 g), 1-bromonaphthalene (1.0 equiv., 10 mmol, 1.39 mL), Pd(OAc)2 (0.01 equiv., 0.1 mmol, 23 mg), BINAP (0.01 equiv., 0.1 mmol, 63 mg), and toluene (10 mL) were added to an oven dried Schlenk flask and stirred at room temperature for 2 minutes, NaOtBu (1.4 equiv., 14 mmol, 1.345 g) and an additional 10 mL of toluene were then added. The flask was capped with a septum and purged briefly with argon (˜1 min.) and heated to 80° C. under argon for 4.5 hou... The reactants are FC1=C(C(=C(C(=C1C)F)F)F)F (pentafluorotoluene), BrN1C(CCC1=O)=O (N-bromosuccinimide), [OH-].[Na+] (sodium hydroxide), C(C)(C)OC1=C(C(=C(COC2=CC=C(C=C2)C(C)=O)C(=C1F)F)F)F (p-(p-isopropoxytetrafluorobenzyloxy)-acetophenone). Run in O (water), C(C)(C)O (isopropanol). The product is C(C)(C)OC1=C(C(=C(CBr)C(=C1F)F)F)F (p-Isopropoxy-tetrafluorobenzyl bromide). Reaction SMILES: FC1C(C)=C(F)C(F)=C(F)C=1F.[OH-].[Na+].[CH:15]([O:18][C:19]1[C:35]([F:36])=[C:34]([F:37])[C:22]([CH2:23]OC2C=CC(C(=O)C)=CC=2)=[C:21]([F:38])[C:20]=1[F:39])([CH3:17])[CH3:16].[Br:40]N1C(=O)CCC1=O>O.C(O)(C)C>[CH:15]([O:18][C:19]1[C:35]([F:36])=[C:34]([F:37])[C:22]([CH2:23][Br:40])=[C:21]([F:38])[C:20]=1[F:39])([CH3:17])[CH3:16] |f:1.2|. Reported procedure: This compound can be prepared by reacting pentafluorotoluene with isopropanol and sodium hydroxide in water, as described for the preparation of compound 38, followed by bromination with N-bromosuccinimide. Reactants: C1(CCCCC1)N=C=NC1CCCCC1 (dicyclohexylcarbodiimide), N1=CC=CC=C1 (pyridine), C1=CC(=CC=C1[N+](=O)[O-])O (p-nitrophenol), succinylated 2-azetidinone. Run in O1CCOCC1 (dioxane). Conditions: time 3 hour. Yields the product C1(CCCCC1)NC(=O)NC1CCCCC1 (dicyclohexyl-urea). As a reaction SMILES: N1C=CC=CC=1.C1C([N+]([O-])=[O:14])=CC=C(O)C=1.[CH:17]1([N:23]=[C:24]=[N:25][CH:26]2[CH2:31][CH2:30][CH2:29][CH2:28][CH2:27]2)[CH2:22][CH2:21][CH2:20][CH2:19][CH2:18]1>O1CCOCC1>[CH:26]1([NH:25][C:24]([NH:23][CH:17]2[CH2:18][CH2:19][CH2:20][CH2:21][CH2:22]2)=[O:14])[CH2:31][CH2:30][CH2:29][CH2:28][CH2:27]1. Reported procedure: The succinylated 2-azetidinone is dissolved in dioxane (10 ml). Anhydrous pyridine (1 ml) and p-nitrophenol (0.2 g) are added followed by dicyclohexylcarbodiimide (0.6 g, 2.5 mmole). Stirring is continued for 3 hours. The dicyclohexyl-urea formed is filtered and the filtrate is added to controlled pore glass (5 g) suspended in dimethylformamide (5 ml). Triethylamine (2 ml) is added and briefly shaken. After leaving it overnight, the CPG is filtered, washed with methanol, ether and air dried. The reactants are COc1ccc(CC(OC(C)C)C(=O)[O-])cc1CNC(=O)OC(C)(C)C, CCOc1cc(C(F)(F)F)ccc1C(=O)O. Product: CCOc1cc(C(F)(F)F)ccc1C(=O)NCc1cc(CC(OC(C)C)C(=O)O)ccc1OC. As a reaction SMILES: [C:17]([O:18][C:19](=[O:20])[NH:24][CH2:25][c:26]1[cH:27][c:28]([CH2:34][CH:35]([C:36](=[O:37])[O-:38])[O:39][CH:40]([CH3:41])[CH3:42])[cH:29][cH:30][c:31]1[O:32][CH3:33])([CH3:21])([CH3:22])[CH3:23].[CH2:1]([CH3:2])[O:3][c:4]1[c:5]([C:6](=[O:7])[OH:8])[cH:9][cH:10][c:11]([C:13]([F:14])([F:15])[F:16])[cH:12]1>>[CH2:1]([CH3:2])[O:3][c:4]1[c:5]([C:6](=[O:8])[NH:24][CH2:25][c:26]2[cH:27][c:28]([CH2:34][CH:35]([C:36](=[O:37])[OH:38])[O:39][CH:40]([CH3:41])[CH3:42])[cH:29][cH:30][c:31]2[O:32][CH3:33])[cH:9][cH:10][c:11]([C:13]([F:14])([F:15])[F:16])[cH:12]1. The reactants are 386b, ClC1=NN2C(C(=CC=C2)C2=CC=C(C=C2)S(=O)(=O)C)=N1 (2-chloro-8-(4-methanesulfonyl-phenyl)-[1,2,4]triazolo[1,5-a]pyridine), CN1CCN(CC1)C1=NC(=CN=C1)N (4-methyl-3,4,5,6-tetrahydro-2H-[1,2′]bipyrazinyl-6′-ylamine), ClC1=CN=CC(=N1)N (6-chloro-pyrazin-2-ylamine), CN1CCNCC1 (1-methylpiperazine). The solvent is CN(C=O)C (N,N-dimethylformamide), O (water). Run at temperature 100 celsius. Yields the product CN1CCN(CC1)C1=NC(=CN=C1)N (4-Methyl-3,4,5,6-tetrahydro-2H-[1,2′]bipyrazinyl-6′-ylamine), CS(=O)(=O)C1=CC=C(C=C1)C=1C=2N(C=CC1)N=C(N2)NC2=CN=CC(=N2)N2CCN(CC2)C ([8-(4-Methanesulfonyl-phenyl)-[1,2,4]triazolo[1,5-a]pyridin-2-yl]-(4-methyl-3,4,5,6-tetrahydro-2H-[1,2′]bipyrazinyl-6′-yl)-amine), foam. The yield is 14.2%. Reaction SMILES: ClC1N=C(N)C=NC=1.CN1CCNCC1.Cl[C:17]1[N:35]=[C:20]2[C:21]([C:25]3[CH:30]=[CH:29][C:28]([S:31]([CH3:34])(=[O:33])=[O:32])=[CH:27][CH:26]=3)=[CH:22][CH:23]=[CH:24][N:19]2[N:18]=1.[CH3:36][N:37]1[CH2:42][CH2:41][N:40]([C:43]2[CH:48]=[N:47][CH:46]=[C:45]([NH2:49])[N:44]=2)[CH2:39][CH2:38]1>CN(C)C=O.O>[CH3:36][N:37]1[CH2:38][CH2:39][N:40]([C:43]2[CH:48]=[N:47][CH:46]=[C:45]([NH2:49])[N:44]=2)[CH2:41][CH2:42]1.[CH3:34][S:31]([C:28]1[CH:29]=[CH:30][C:25]([C:21]2[C:20]3[N:19]([N:18]=[C:17]([NH:49][C:45]4[N:44]=[C:43]([N:40]5[CH2:41][CH2:42][N:37]([CH3:36])[CH2:38][CH2:39]5)[CH:48]=[N:47][CH:46]=4)[N:35]=3)[CH:24]=[CH:23][CH:22]=2)=[CH:26][CH:27]=1)(=[O:33])=[O:32]. Procedure: 4-Methyl-3,4,5,6-tetrahydro-2H-[1,2′]bipyrazinyl-6′-ylamine was prepared from 6-chloro-pyrazin-2-ylamine (1.00 g, 7.72 mmol) and 1-methylpiperazine (942 L, 8.49 mmol) combined in N,N-dimethylformamide (35 mL) and heated at 100° C. overnight. The reaction was poured into water and extracted with 3 portions of dichloromethane. The combined organic was dried over magnesium sulfate, filtered and evaporated to yield an off-white solid. This solid was purified via chromatography (silica gel 40 g metha...